This data is from the Open Reaction Database (ORD), a public repository of structured organic reaction records. The task is: describe an organic reaction: reactants, conditions, products, and yield The reactants are Cl.N[C@@H]1[C@@H](CCC1)C(=O)OC (Methyl (1R,2S)-2-aminocyclopentanecarboxylate hydrochloride), FC1=CC=C(C=O)C=C1 (4-fluoro-benzaldehyde), C(#N)[BH3-].[Na+] (Sodium cyanoborohydride), C([O-])(O)=O.[Na+] (sodium bicarbonate), C(C)(=O)[O-].[Na+] (Sodium acetate). Run in CO (methanol), C(C)(=O)OCC (ethyl acetate). Conditions: temperature 25 celsius, time 16 hour. Product: crude product, FC1=CC=C(CN[C@@H]2[C@@H](CCC2)C(=O)OC)C=C1 (methyl (1R,2S)-2-(4-fluoro-benzylamino)-cyclopentanecarboxylate). The yield is 88.6%. RXN SMILES: Cl.[NH2:2][C@H:3]1[CH2:7][CH2:6][CH2:5][C@H:4]1[C:8]([O:10][CH3:11])=[O:9].C([O-])(=O)C.[Na+].[F:17][C:18]1[CH:25]=[CH:24][C:21]([CH:22]=O)=[CH:20][CH:19]=1.C([BH3-])#N.[Na+].C(=O)(O)[O-].[Na+]>CO.C(OCC)(=O)C>[F:17][C:18]1[CH:25]=[CH:24][C:21]([CH2:22][NH:2][C@H:3]2[CH2:7][CH2:6][CH2:5][C@H:4]2[C:8]([O:10][CH3:11])=[O:9])=[CH:20][CH:19]=1 |f:0.1,2.3,5.6,7.8|. Procedure: Methyl (1R,2S)-2-aminocyclopentanecarboxylate hydrochloride (4.32 g, 24.15 mmol) was dissolved in methanol (120 mL). Sodium acetate (3.96 g, 48.3 mmol) was added followed by 4 Å powdered molecular sieves (5.0 g) and 4-fluoro-benzaldehyde (2.55 mL, 24.15 mmol). Sodium cyanoborohydride (3.04 g, 48.3 mmol) was added and the mixture was stirred at 25° C. for 16 h. The mixture was poured into a mixture of saturated aqueous sodium bicarbonate solution (200 mL) and ethyl acetate (400 mL). After shaking... Reactants: N1C(CCC1)C(=O)O (pyrrolidine-2-carboxylic acid), O.[Na] (sodium hydrate), Cl (hydrochloric acid), C(C1=CC=CC=C1)OC(=O)Cl (benzyloxycarbonyl chloride). Solvent: O (water). Run at temperature 0 celsius, time 2 hour. Yields the product C(C1=CC=CC=C1)OC(=O)N1C(CCC1)C(=O)O (1-(benzyloxycarbonyl)pyrrolidine-2-carboxylic acid). RXN SMILES: [NH:1]1[CH2:5][CH2:4][CH2:3][CH:2]1[C:6]([OH:8])=[O:7].O.[Na].[CH2:11]([O:18][C:19](Cl)=[O:20])[C:12]1[CH:17]=[CH:16][CH:15]=[CH:14][CH:13]=1.Cl>O>[CH2:11]([O:18][C:19]([N:1]1[CH2:5][CH2:4][CH2:3][CH:2]1[C:6]([OH:8])=[O:7])=[O:20])[C:12]1[CH:17]=[CH:16][CH:15]=[CH:14][CH:13]=1 |f:1.2,^1:9|. Procedure: To the solution of pyrrolidine-2-carboxylic acid (1.15 g, 10 mmol) of water (20 ml) was added sodium hydrate (1.6 g, 40 mmol). Then benzyloxycarbonyl chloride (2.02 g, 12 mmol) was added drop wise at 0° C. The mixture was stirred at 0° C. for 2 h. The resulting mixture was treated with 5N hydrochloric acid to pH=6 and extracted with ethyl acetate, the solvent was removed under reduced pressure and dried in vacuum. 2.0 g of 1-(benzyloxycarbonyl)pyrrolidine-2-carboxylic acid.